This data is from the Open Reaction Database (ORD), a public repository of structured organic reaction records. The task is: describe an organic reaction: reactants, conditions, products, and yield Reactants: CC1=C(C#N)C(c2ccc3c(c2)c(NS(=O)(=O)Cc2ccc(F)cc2)nn3C(=O)OC(C)(C)C)C(C#N)=C(C)N1, ClCCl, O=C(O)C(F)(F)F. Yields the product CC1=C(C#N)C(c2ccc3[nH]nc(NS(=O)(=O)Cc4ccc(F)cc4)c3c2)C(C#N)=C(C)N1. As a reaction SMILES: [C:1](#[N:2])[C:3]1=[C:4]([CH3:40])[NH:5][C:6]([CH3:39])=[C:7]([C:37]#[N:38])[CH:8]1[c:9]1[cH:10][c:11]2[c:12]([NH:25][S:26](=[O:27])(=[O:28])[CH2:29][c:30]3[cH:31][cH:32][c:33]([F:36])[cH:34][cH:35]3)[n:13][n:14]([C:18]([O:19][C:20]([CH3:21])([CH3:22])[CH3:23])=[O:24])[c:15]2[cH:16][cH:17]1.[Cl:48][CH2:49][Cl:50].[OH:41][C:42]([C:43]([F:44])([F:45])[F:46])=[O:47]>>[C:1](#[N:2])[C:3]1=[C:4]([CH3:40])[NH:5][C:6]([CH3:39])=[C:7]([C:37]#[N:38])[CH:8]1[c:9]1[cH:10][c:11]2[c:12]([NH:25][S:26](=[O:27])(=[O:28])[CH2:29][c:30]3[cH:31][cH:32][c:33]([F:36])[cH:34][cH:35]3)[n:13][nH:14][c:15]2[cH:16][cH:17]1. Reactants: C(C1=CC=CC=C1)(C1=CC=CC=C1)(C1=CC=CC=C1)NC=1SC=C(N1)C(C(=O)NC1C2CSC(=C(N2C1=O)C(=O)OC(C)(C)C)SC1=CC=CC=C1)=NOC (1,1-dimethylethyl 7-[2-(2-tritylaminothiazol-4-yl)-2-methoxyimino-acetamido]-8-oxo-3-phenylthio-4-thia-1-azabicyclo[4,2,0]oct-2-ene-2-carboxylate). Solvent: C(=O)O (formic acid). Reaction conditions: time 1 hour. Product: NC=1SC=C(N1)C(C(=O)NC1C2CSC(=C(N2C1=O)C(=O)OC(C)(C)C)SC1=CC=CC=C1)=NOC (1,1-dimethylethyl 7-[2-(2-aminothiazol-4-yl)-2-methoxyimino-acetamido]-8-oxo-3-phenylthio-4-thia-1-azabicyclo[4,2,0]oct-2-ene-2-carboxylate). Yield: 79.3%. RXN SMILES: C([NH:20][C:21]1[S:22][CH:23]=[C:24]([C:26](=[N:53][O:54][CH3:55])[C:27]([NH:29][CH:30]2[C:37](=[O:38])[N:36]3[CH:31]2[CH2:32][S:33][C:34]([S:46][C:47]2[CH:52]=[CH:51][CH:50]=[CH:49][CH:48]=2)=[C:35]3[C:39]([O:41][C:42]([CH3:45])([CH3:44])[CH3:43])=[O:40])=[O:28])[N:25]=1)(C1C=CC=CC=1)(C1C=CC=CC=1)C1C=CC=CC=1>C(O)=O>[NH2:20][C:21]1[S:22][CH:23]=[C:24]([C:26](=[N:53][O:54][CH3:55])[C:27]([NH:29][CH:30]2[C:37](=[O:38])[N:36]3[CH:31]2[CH2:32][S:33][C:34]([S:46][C:47]2[CH:48]=[CH:49][CH:50]=[CH:51][CH:52]=2)=[C:35]3[C:39]([O:41][C:42]([CH3:45])([CH3:44])[CH3:43])=[O:40])=[O:28])[N:25]=1. Procedure details: A mixture of 200 mg of the product of Step B dissolved in 5 ml of 66% formic acid was stirred for 1 hour at ambient temperature and then was concentrated to dryness under reduced pressure at less than 30° C. The residue was dissolved in a mixture of acetonitrile and methanol and the solvent was evaporated to obtain 110 mg of 1,1-dimethylethyl 7-[2-(2-aminothiazol-4-yl)-2-methoxyimino-acetamido]-8-oxo-3-phenylthio-4-thia-1-azabicyclo[4,2,0]oct-2-ene-2-carboxylate which after crystallization from ... The reactants are ClC=1C(=CC(=NC1)C(=O)O)OCC1=CC=C(C=C1)F (5-chloro-4-(4-fluoro-benzyloxy)-pyridine-2-carboxylic acid), Cl.FC([C@@H](N)C=1C=NC=CC1)(F)F ((αS)-α-(trifluoromethyl)-3-pyridinemethanamine hydrochloride). Yields the product FC([C@H](C=1C=NC=CC1)NC(=O)C1=NC=C(C(=C1)OCC1=CC=C(C=C1)F)Cl)(F)F (5-Chloro-4-(4-fluoro-benzyloxy)-pyridine-2-carboxylic acid ((S)-2,2,2-trifluoro-1-pyridin-3-yl-ethyl)-amide). RXN SMILES: [Cl:1][C:2]1[C:3]([O:11][CH2:12][C:13]2[CH:18]=[CH:17][C:16]([F:19])=[CH:15][CH:14]=2)=[CH:4][C:5]([C:8]([OH:10])=O)=[N:6][CH:7]=1.Cl.[F:21][C:22]([F:32])([F:31])[C@H:23]([C:25]1[CH:26]=[N:27][CH:28]=[CH:29][CH:30]=1)[NH2:24]>>[F:32][C:22]([F:21])([F:31])[C@@H:23]([NH:24][C:8]([C:5]1[CH:4]=[C:3]([O:11][CH2:12][C:13]2[CH:18]=[CH:17][C:16]([F:19])=[CH:15][CH:14]=2)[C:2]([Cl:1])=[CH:7][N:6]=1)=[O:10])[C:25]1[CH:26]=[N:27][CH:28]=[CH:29][CH:30]=1 |f:1.2|. Procedure: The title compound was synthesized in analogy to Example 12d, using 5-chloro-4-(4-fluoro-benzyloxy)-pyridine-2-carboxylic acid and (αS)-α-(trifluoromethyl)-3-pyridinemethanamine hydrochloride (1:1) (CAN 749839-26-7) as starting materials and isolated (26 mg, 83%) as colorless oil; MS (ESI, m/z): 440.3 (MH+). The reactants are Cl.NC=1C=CC=C2C=CC=C(C12)C(COCCN(C)C)O (1-(8-amino-1-naphthyl)-2-[2-(N,N-dimethylamino)ethoxy]ethanol hydrochloride), CS(=O)(=O)Cl (methanesulfonyl chloride). The solvent is C(C)N(CC)CC (Triethylamine). The product is Cl.CN(C)CCOCC(O)C1=CC=CC2=CC=CC(=C12)NS(=O)(=O)C (2-[2-(N,N-dimethylamino)ethoxy]-1-(8-methylsulfonylamino-1-naphthyl)ethanol hydrochloride). Reaction SMILES: Cl.[NH2:2][C:3]1[CH:4]=[CH:5][CH:6]=[C:7]2[C:12]=1[C:11]([CH:13]([OH:21])[CH2:14][O:15][CH2:16][CH2:17][N:18]([CH3:20])[CH3:19])=[CH:10][CH:9]=[CH:8]2.[CH3:22][S:23]([Cl:26])(=[O:25])=[O:24]>C(N(CC)CC)C>[ClH:26].[CH3:20][N:18]([CH2:17][CH2:16][O:15][CH2:14][CH:13]([C:11]1[C:12]2[C:7](=[CH:6][CH:5]=[CH:4][C:3]=2[NH:2][S:23]([CH3:22])(=[O:25])=[O:24])[CH:8]=[CH:9][CH:10]=1)[OH:21])[CH3:19] |f:0.1,4.5|. Reported procedure: Triethylamine was added to 1-(8-amino-1-naphthyl)-2-[2-(N,N-dimethylamino)ethoxy]ethanol hydrochloride. The resulting mixture was reacted with methanesulfonyl chloride to obtain oily 2-[2-(N,N-dimethylamino)ethoxy]-1-(8-methylsulfonylamino-1-naphthyl)ethanol hydrochloride (compound No. 291). Reactants: CC(C)([O-])C.[K+] (potassium tert-butoxide), CI (methyl iodide), OCC[C@@H](C1=CC=CC=C1)NC=1OC(C(S(N1)(=O)=O)C1=CC=C(C=C1)O)(C)C (4-[2-((S)-3-hydroxy-1-phenylpropylamino)-6,6-dimethyl-4,4-dioxo-5,6-dihydro-4H-4lambda6-1,4,3-oxathiazin-5-yl]phenol). Solvent: CN(C=O)C (N,N-dimethylformamide). Product: COC1=CC=C(C=C1)C1S(N=C(OC1(C)C)N[C@@H](CCO)C1=CC=CC=C1)(=O)=O ((S)-3-[5-(4-Methoxyphenyl)-6,6-dimethyl-4,4-dioxo-5,6-dihydro-4H-4lambda6-1,4,3-oxathiazin-2-ylamino]-3-phenylpropan-1-ol). Yield: 24.4%. Reaction SMILES: [OH:1][CH2:2][CH2:3][C@H:4]([NH:11][C:12]1[O:13][C:14]([CH3:28])([CH3:27])[CH:15]([C:20]2[CH:25]=[CH:24][C:23]([OH:26])=[CH:22][CH:21]=2)[S:16](=[O:19])(=[O:18])[N:17]=1)[C:5]1[CH:10]=[CH:9][CH:8]=[CH:7][CH:6]=1.[CH3:29]C(C)([O-])C.[K+].CI>CN(C)C=O>[CH3:29][O:26][C:23]1[CH:24]=[CH:25][C:20]([CH:15]2[C:14]([CH3:28])([CH3:27])[O:13][C:12]([NH:11][C@H:4]([C:5]3[CH:10]=[CH:9][CH:8]=[CH:7][CH:6]=3)[CH2:3][CH2:2][OH:1])=[N:17][S:16]2(=[O:18])=[O:19])=[CH:21][CH:22]=1 |f:1.2|. Procedure details: To a solution of 40 mg of 4-[2-((S)-3-hydroxy-1-phenylpropylamino)-6,6-dimethyl-4,4-dioxo-5,6-dihydro-4H-4lambda6-1,4,3-oxathiazin-5-yl]phenol in 1 ml of N,N-dimethylformamide were added, at room temperature, 11 mg of potassium tert-butoxide and 28 mg of methyl iodide, and the reaction mixture was stirred at constant temperature for 3 hours. The reaction solution was purified in a purification laboratory by means of preparative HPLC. The product-containing fractions were combined and lyophilized...